Dataset: the Open Reaction Database (ORD), a public repository of structured organic reaction records. Task: describe an organic reaction: reactants, conditions, products, and yield The reactants are Cl.Cl.C(C1=CC=CC=C1)NN (benzylhydrazine dihydrochloride), FC(OC1=CC=C(C=C1)C1=NOC(=N1)C(=O)OCC)(F)F (ethyl 3-(4-(trifluoromethoxy)phenyl)-1,2,4-oxadiazole-5-carboxylate), FC(OC1=CC=C(C=C1)C1=NOC(=N1)C(=O)OCC)(F)F (ethyl 3-(4-(trifluoromethoxy)phenyl)-1,2,4-oxadiazole-5-carboxylate), C(=O)([O-])[O-].[K+].[K+] (K2CO3). Run in C1CCOC1 (THF). Run at temperature 70 celsius. Product: C(C1=CC=CC=C1)NNC(=O)C1=NC(=NO1)C1=CC=C(C=C1)OC(F)(F)F (N′-benzyl-3-(4-(trifluoromethoxy)phenyl)-1,2,4-oxadiazole-5-carbohydrazide). The yield is 40.1%. Reaction SMILES: [F:1][C:2]([F:21])([F:20])[O:3][C:4]1[CH:9]=[CH:8][C:7]([C:10]2[N:14]=[C:13]([C:15]([O:17]CC)=O)[O:12][N:11]=2)=[CH:6][CH:5]=1.C([O-])([O-])=O.[K+].[K+].Cl.Cl.[CH2:30]([NH:37][NH2:38])[C:31]1[CH:36]=[CH:35][CH:34]=[CH:33][CH:32]=1>C1COCC1>[CH2:30]([NH:37][NH:38][C:15]([C:13]1[O:12][N:11]=[C:10]([C:7]2[CH:6]=[CH:5][C:4]([O:3][C:2]([F:1])([F:20])[F:21])=[CH:9][CH:8]=2)[N:14]=1)=[O:17])[C:31]1[CH:36]=[CH:35][CH:34]=[CH:33][CH:32]=1 |f:1.2.3,4.5.6|. Procedure details: To a suspension of ethyl 3-(4-(trifluoromethoxy)phenyl)-1,2,4-oxadiazole-5-carboxylate (Intermediate A) (1.0 g, 3.3 mmol) and K2CO3 (1.1 g, 13 mmol) in THF (17 mL) was added benzylhydrazine dihydrochloride (780 mg, 5.0 mmol). The mixture was heated to 70° C. for 3 h. The mixture was cooled to RT, filtered (Celite), and concentrated under reduced pressure. The crude oil was purified by Biotage (5% EtOAc/Hexane—60% EtOAc) to provide a white solid (500 mg, 40%): MS (ES+) C17H13F3N4O3 requires: 378.... Procedure: To a suspension of 4-(3-amino-6-((1S,3S,4S)-3-fluoro-4-hydroxycyclohexyl)-pyrazin-2-yl)-N—((S)-1-(3-bromo-5-fluorophenyl)-2-(N-methyl-2-nitrophenyl-sulfonamido)ethyl)-2-fluorobenzamide (500 g crude product from previous step) in DMF (2.0 kg) was added 4-mercaptobenzoic acid (161.5 g, 1047.7 mmol). The reaction mixture became a solution after 5 minutes and then was cooled to 10° C. After addition of LiOH.H2O (137.3 g, 3274.0 mmol) in one portion, the mixture was stirred at 25° C. for 3 hours befo... Solvent: O (water), CN(C)C=O (DMF). Reactants: SC1=CC=C(C(=O)O)C=C1 (4-mercaptobenzoic acid), NC=1C(=NC(=CN1)[C@@H]1C[C@@H]([C@H](CC1)O)F)C1=CC(=C(C(=O)N[C@H](CN(S(=O)(=O)C2=C(C=CC=C2)[N+](=O)[O-])C)C2=CC(=CC(=C2)F)Br)C=C1)F (4-(3-amino-6-((1S,3S,4S)-3-fluoro-4-hydroxycyclohexyl)-pyrazin-2-yl)-N—((S)-1-(3-bromo-5-fluorophenyl)-2-(N-methyl-2-nitrophenyl-sulfonamido)ethyl)-2-fluorobenzamide), O[Li].O (LiOH.H2O). Run at temperature 10 celsius, time 3 hour. RXN SMILES: [NH2:1][C:2]1[C:3]([C:16]2[CH:48]=[CH:47][C:19]([C:20]([NH:22][C@@H:23]([C:39]3[CH:44]=[C:43]([F:45])[CH:42]=[C:41]([Br:46])[CH:40]=3)[CH2:24][N:25]([CH3:38])S(C3C=CC=CC=3[N+]([O-])=O)(=O)=O)=[O:21])=[C:18]([F:49])[CH:17]=2)=[N:4][C:5]([C@H:8]2[CH2:13][CH2:12][C@H:11]([OH:14])[C@@H:10]([F:15])[CH2:9]2)=[CH:6][N:7]=1.SC1C=CC(C(O)=O)=CC=1.O[Li].O>CN(C=O)C.O>[NH2:1][C:2]1[C:3]([C:16]2[CH:48]=[CH:47][C:19]([C:20]([NH:22][C@@H:23]([C:39]3[CH:44]=[C:43]([F:45])[CH:42]=[C:41]([Br:46])[CH:40]=3)[CH2:24][NH:25][CH3:38])=[O:21])=[C:18]([F:49])[CH:17]=2)=[N:4][C:5]([C@H:8]2[CH2:13][CH2:12][C@H:11]([OH:14])[C@@H:10]([F:15])[CH2:9]2)=[CH:6][N:7]=1 |f:2.3|. Yields the product NC=1C(=NC(=CN1)[C@@H]1C[C@@H]([C@H](CC1)O)F)C1=CC(=C(C(=O)N[C@H](CNC)C2=CC(=CC(=C2)F)Br)C=C1)F (4-(3-amino-6-((1S,3S,4S)-3-fluoro-4-hydroxycyclohexyl)pyrazin-2-yl)-N—((S)-1-(3-bromo-5-fluorophenyl)-2-(methylamino)ethyl)-2-fluorobenzamide). Starting materials: COC(=O)c1ccc(COc2ccc(C(=O)N3c4ccccc4C(N(C(C)=O)c4ccc(Cl)cc4)CC3C)cc2)o1, CCO, [Na+], C1CCOC1, [OH-]. Yields the product CC(=O)N(c1ccc(Cl)cc1)C1CC(C)N(C(=O)c2ccc(OCc3ccc(C(=O)O)o3)cc2)c2ccccc21. As a reaction SMILES: [CH3:1][O:2][C:3](=[O:4])[c:5]1[o:6][c:7]([CH2:10][O:11][c:12]2[cH:13][cH:14][c:15]([C:18](=[O:19])[N:20]3[CH:21]([CH3:41])[CH2:22][CH:23]([N:30]([c:31]4[cH:32][cH:33][c:34]([Cl:37])[cH:35][cH:36]4)[C:38]([CH3:39])=[O:40])[c:24]4[cH:25][cH:26][cH:27][cH:28][c:29]43)[cH:16][cH:17]2)[cH:8][cH:9]1.[CH3:42][CH2:43][OH:44].[Na+:46].[O:47]1[CH2:48][CH2:49][CH2:50][CH2:51]1.[OH-:45]>>[O:2]=[C:3]([OH:4])[c:5]1[o:6][c:7]([CH2:10][O:11][c:12]2[cH:13][cH:14][c:15]([C:18](=[O:19])[N:20]3[CH:21]([CH3:41])[CH2:22][CH:23]([N:30]([c:31]4[cH:32][cH:33][c:34]([Cl:37])[cH:35][cH:36]4)[C:38]([CH3:39])=[O:40])[c:24]4[cH:25][cH:26][cH:27][cH:28][c:29]43)[cH:16][cH:17]2)[cH:8][cH:9]1. Reactants: C1CCOC1, CCS(=O)(=O)c1ccc(Cn2c(C)c(CC(=O)OC)c3cccnc32)c(Cl)c1, CO, [Na+], [OH-]. Yields the product CCS(=O)(=O)c1ccc(Cn2c(C)c(CC(=O)O)c3cccnc32)c(Cl)c1. Reaction SMILES: [CH2:33]1[O:34][CH2:35][CH2:36][CH2:37]1.[CH3:1][O:2][C:3]([CH2:4][c:5]1[c:6]([CH3:27])[n:7]([CH2:14][c:15]2[c:16]([Cl:26])[cH:17][c:18]([S:21](=[O:22])(=[O:23])[CH2:24][CH3:25])[cH:19][cH:20]2)[c:8]2[n:9][cH:10][cH:11][cH:12][c:13]12)=[O:28].[CH3:31][OH:32].[Na+:30].[OH-:29]>>[O:2]=[C:3]([CH2:4][c:5]1[c:6]([CH3:27])[n:7]([CH2:14][c:15]2[c:16]([Cl:26])[cH:17][c:18]([S:21](=[O:22])(=[O:23])[CH2:24][CH3:25])[cH:19][cH:20]2)[c:8]2[n:9][cH:10][cH:11][cH:12][c:13]12)[OH:28]. Starting materials: C, CCO, NN, c1ccc(CN2CCC(Nc3ccccc3)C2)cc1, O, [Pd]. Yields the product c1ccc(NC2CCNC2)cc1. As a reaction SMILES: [C:26].[CH3:23][CH2:24][OH:25].[NH2:21][NH2:22].[NH:1]([c:2]1[cH:3][cH:4][cH:5][cH:6][cH:7]1)[CH:8]1[CH2:9][N:10]([CH2:13][c:14]2[cH:15][cH:16][cH:17][cH:18][cH:19]2)[CH2:11][CH2:12]1.[OH2:20].[Pd:27]>>[NH:1]([c:2]1[cH:3][cH:4][cH:5][cH:6][cH:7]1)[CH:8]1[CH2:9][NH:10][CH2:11][CH2:12]1.